Dataset: the Open Reaction Database (ORD), a public repository of structured organic reaction records. Task: describe an organic reaction: reactants, conditions, products, and yield The reactants are O=C([O-])O, CCI, CN(C)C=O, CC(c1ccc(Cl)cc1Cl)C(O)(CO)c1cccnc1, [H-], [Na+], [Na+]. Yields the product CCOCC(O)(c1cccnc1)C(C)c1ccc(Cl)cc1Cl. Reaction SMILES: [C:26](=[O:27])([OH:28])[O-:29].[CH2:23]([CH3:24])[I:25].[CH3:31][N:32]([CH3:33])[CH:34]=[O:35].[Cl:1][c:2]1[c:3]([CH:9]([C:10]([CH2:11][OH:12])([OH:13])[c:14]2[cH:15][n:16][cH:17][cH:18][cH:19]2)[CH3:20])[cH:4][cH:5][c:6]([Cl:8])[cH:7]1.[H-:21].[Na+:22].[Na+:30]>>[Cl:1][c:2]1[c:3]([CH:9]([C:10]([CH2:11][O:12][CH2:23][CH3:24])([OH:13])[c:14]2[cH:15][n:16][cH:17][cH:18][cH:19]2)[CH3:20])[cH:4][cH:5][c:6]([Cl:8])[cH:7]1. The reactants are CCCN(C)C(=O)c1cc(COC)cc(C(=O)OCC)c1, [Na+], [OH-], O. Yields the product CCCN(C)C(=O)c1cc(COC)cc(C(=O)O)c1. As a reaction SMILES: [CH2:1]([CH3:2])[O:3][C:4]([c:5]1[cH:6][c:7]([C:8](=[O:9])[N:10]([CH2:11][CH2:12][CH3:13])[CH3:14])[cH:15][c:16]([CH2:18][O:19][CH3:20])[cH:17]1)=[O:21].[Na+:23].[OH-:22].[OH2:24]>>[O:3]=[C:4]([c:5]1[cH:6][c:7]([C:8](=[O:9])[N:10]([CH2:11][CH2:12][CH3:13])[CH3:14])[cH:15][c:16]([CH2:18][O:19][CH3:20])[cH:17]1)[OH:21]. Starting materials: COC(N)=NC(=O)OCc1ccccc1, CCCCCC, CC(C)O, NCCCN. Yields the product N=C(NCCCN)NC(=O)OCc1ccccc1. RXN SMILES: [CH2:1]([c:2]1[cH:3][cH:4][cH:5][cH:6][cH:7]1)[O:8][C:9](=[O:10])[N:11]=[C:12]([NH2:13])[O:14][CH3:15].[CH3:21][CH2:22][CH2:23][CH2:24][CH2:25][CH3:26].[CH:27]([OH:28])([CH3:29])[CH3:30].[NH2:16][CH2:17][CH2:18][CH2:19][NH2:20]>>[CH2:1]([c:2]1[cH:3][cH:4][cH:5][cH:6][cH:7]1)[O:8][C:9](=[O:10])[NH:11][C:12](=[NH:13])[NH:20][CH2:19][CH2:18][CH2:17][NH2:16]. Reactants: C(C)OC(=O)C=1N=NC(=CC1)OCC=1C(=NOC1)C1=NC=CC=C1 (6-(3-pyridin-2-yl-isoxazol-4-ylmethoxy)-pyridazine-3-carboxylic acid ethyl ester), COC(=O)C1=NC=C(N=C1)OCC=1C(=NOC1)C1=CC=C(C=C1)Cl (5-[3-(4-chloro-phenyl)-isoxazol-4-ylmethoxy]-pyrazine-2-carboxylic acid methyl ester). Yields the product N1=C(C=CC=C1)C1=NOC=C1COC1=CC=C(N=N1)C(=O)O (6-(3-Pyridin-2-yl-isoxazol-4-ylmethoxy)-pyridazine-3-carboxylic acid). Isolated yield 86.0%. RXN SMILES: C([O:3][C:4]([C:6]1[N:7]=[N:8][C:9]([O:12][CH2:13][C:14]2[C:15]([C:19]3[CH:24]=[CH:23][CH:22]=[CH:21][N:20]=3)=[N:16][O:17][CH:18]=2)=[CH:10][CH:11]=1)=[O:5])C.COC(C1C=NC(OCC2C(C3C=CC(Cl)=CC=3)=NOC=2)=CN=1)=O>>[N:20]1[CH:21]=[CH:22][CH:23]=[CH:24][C:19]=1[C:15]1[C:14]([CH2:13][O:12][C:9]2[N:8]=[N:7][C:6]([C:4]([OH:5])=[O:3])=[CH:11][CH:10]=2)=[CH:18][O:17][N:16]=1. Procedure details: As described for example 112a, 6-(3-pyridin-2-yl-isoxazol-4-ylmethoxy)-pyridazine-3-carboxylic acid ethyl ester (693 mg, 2.12 mmol) was converted, instead of 5-[3-(4-chloro-phenyl)-isoxazol-4-ylmethoxy]-pyrazine-2-carboxylic acid methyl ester, to the title compound (544 mg, 86%) which was obtained as a grey solid. MS: m/e=297.5 [M−H]−.